Dataset: the Open Reaction Database (ORD), a public repository of structured organic reaction records. Task: describe an organic reaction: reactants, conditions, products, and yield Reactants: O=C(O)CN(CCN(CC(=O)O)CC(=O)O)CC(=O)O, C1CCOC1, C[Zn+], [Cl-], O=c1cc(Nc2ccccc2)n(-c2ccccc2)c2nc(Cl)c(F)cc12, O, c1ccc(P(c2ccccc2)(c2ccccc2)[Pd](P(c2ccccc2)(c2ccccc2)c2ccccc2)(P(c2ccccc2)(c2ccccc2)c2ccccc2)P(c2ccccc2)(c2ccccc2)c2ccccc2)cc1. Product: Cc1nc2c(cc1F)c(=O)cc(Nc1ccccc1)n2-c1ccccc1. As a reaction SMILES: [CH2:30]([N:31]([CH2:32][C:33]([OH:34])=[O:35])[CH2:36][C:37]([OH:38])=[O:39])[CH2:40][N:41]([CH2:42][C:43]([OH:44])=[O:45])[CH2:46][C:47]([OH:48])=[O:49].[CH2:50]1[O:51][CH2:52][CH2:53][CH2:54]1.[CH3:28][Zn+:29].[Cl-:27].[NH:1]([c:2]1[cH:3][cH:4][cH:5][cH:6][cH:7]1)[c:8]1[n:9](-[c:21]2[cH:22][cH:23][cH:24][cH:25][cH:26]2)[c:10]2[n:11][c:12]([Cl:20])[c:13]([F:19])[cH:14][c:15]2[c:16](=[O:18])[cH:17]1.[OH2:55].[cH:56]1[cH:57][cH:58][c:59]([P:60]([Pd:61]([P:62]([c:63]2[cH:64][cH:65][cH:66][cH:67][cH:68]2)([c:69]2[cH:70][cH:71][cH:72][cH:73][cH:74]2)[c:75]2[cH:76][cH:77][cH:78][cH:79][cH:80]2)([P:81]([c:82]2[cH:83][cH:84][cH:85][cH:86][cH:87]2)([c:88]2[cH:89][cH:90][cH:91][cH:92][cH:93]2)[c:94]2[cH:95][cH:96][cH:97][cH:98][cH:99]2)[P:100]([c:101]2[cH:102][cH:103][cH:104][cH:105][cH:106]2)([c:107]2[cH:108][cH:109][cH:110][cH:111][cH:112]2)[c:113]2[cH:114][cH:115][cH:116][cH:117][cH:118]2)([c:119]2[cH:120][cH:121][cH:122][cH:123][cH:124]2)[c:125]2[cH:126][cH:127][cH:128][cH:129][cH:130]2)[cH:131][cH:132]1>>[NH:1]([c:2]1[cH:3][cH:4][cH:5][cH:6][cH:7]1)[c:8]1[n:9](-[c:21]2[cH:22][cH:23][cH:24][cH:25][cH:26]2)[c:10]2[n:11][c:12]([CH3:30])[c:13]([F:19])[cH:14][c:15]2[c:16](=[O:18])[cH:17]1. Reactants: [H-].[H-].[H-].[H-].[Li+].[Al+3] (LAH), CN1CCN(CC1)C(CCC1=CNC=2CCCC(C12)=O)=O (3-[3-(4-methylpiperazin-1-yl)-3-oxo-propyl]-1,5,6,7-tetrahydroindol-4-one), O (water). Reagents/catalysts: [OH-].[Na+] (NaOH). Run in C1CCOC1 (THF). Run at time 30 minute. The product is CN1CCN(CC1)CCCC1=CNC=2CCCCC12 (3-[3-(4-methylpiperazin-1-yl)propyl]-4,5,6,7-tetrahydro-1H-indole). Yield: 101.3%. RXN SMILES: [H-].[H-].[H-].[H-].[Li+].[Al+3].[CH3:7][N:8]1[CH2:13][CH2:12][N:11]([C:14](=O)[CH2:15][CH2:16][C:17]2[C:25]3[C:24](=O)[CH2:23][CH2:22][CH2:21][C:20]=3[NH:19][CH:18]=2)[CH2:10][CH2:9]1.O>C1COCC1.[OH-].[Na+]>[CH3:7][N:8]1[CH2:9][CH2:10][N:11]([CH2:14][CH2:15][CH2:16][C:17]2[C:25]3[CH2:24][CH2:23][CH2:22][CH2:21][C:20]=3[NH:19][CH:18]=2)[CH2:12][CH2:13]1 |f:0.1.2.3.4.5,9.10|. Procedure: LAH (2.6 g, 68 mmol) was added dropwise to a suspension of 3-[3-(4-methylpiperazin-1-yl)-3-oxo-propyl]-1,5,6,7-tetrahydroindol-4-one (5 g, 17 mmol) in THF (300 mL). The mixture was then refluxed overnight. The mixture was then cooled and 2.6 mL each of water followed by a few drops of 15% NaOH was added. The reaction was stirred at room temperature for 30 min and then filtered to remove insolubles. The filtrate was concentrated to give 4.5 g (100%) of 3-[3-(4-methylpiperazin-1-yl)propyl]-4,5,6,7...